This data is from the Open Reaction Database (ORD), a public repository of structured organic reaction records. The task is: describe an organic reaction: reactants, conditions, products, and yield The reactants are C([O-])([O-])=O.[Cs+].[Cs+] (cesium carbonate), BrC=1SC2=C(C1)C(C(CC2)(C)C)=O (2-bromo-5,5-dimethyl-6,7-dihydro-1-benzothiophen-4(5H)-one), O1CCOCC1 (1,4-dioxane), N1=CC=C(C=C1)B(O)O (pyridine-4-boronic acid), ClCCl (dichloromethane). The reagents and catalysts are C1=CC=C(C=C1)P([C-]2C=CC=C2)C3=CC=CC=C3.C1=CC=C(C=C1)P([C-]2C=CC=C2)C3=CC=CC=C3.Cl[Pd]Cl.[Fe+2] (1,1′-bis(diphenylphosphino)ferrocenepalladium(II) dichloride). Run in O (water), CCOC(=O)C (EtOAc). Run at temperature 120 celsius, time 16 hour. The product is CC1(CCC2=C(C=C(S2)C2=CC=NC=C2)C1=O)C (5,5-dimethyl-2-pyridin-4-yl-6,7-dihydro-1-benzothiophen-4(5H)-one). The yield is 77.7%. RXN SMILES: Br[C:2]1[S:3][C:4]2[CH2:10][CH2:9][C:8]([CH3:12])([CH3:11])[C:7](=[O:13])[C:5]=2[CH:6]=1.[N:14]1[CH:19]=[CH:18][C:17](B(O)O)=[CH:16][CH:15]=1.ClCCl.O1CCOCC1.C(=O)([O-])[O-].[Cs+].[Cs+]>CCOC(C)=O.C1C=CC(P(C2C=CC=CC=2)[C-]2C=CC=C2)=CC=1.C1C=CC(P(C2C=CC=CC=2)[C-]2C=CC=C2)=CC=1.Cl[Pd]Cl.[Fe+2].O>[CH3:11][C:8]1([CH3:12])[C:7](=[O:13])[C:5]2[CH:6]=[C:2]([C:17]3[CH:18]=[CH:19][N:14]=[CH:15][CH:16]=3)[S:3][C:4]=2[CH2:10][CH2:9]1 |f:4.5.6,8.9.10.11|. Reported procedure: In a 100 ml round bottomed flask, were placed 2-bromo-5,5-dimethyl-6,7-dihydro-1-benzothiophen-4(5H)-one (550 mg, 2.1 mmol), pyridine-4-boronic acid (326 mg, 2.65 mmol) and 1,1′-bis(diphenylphosphino)ferrocenepalladium(II) dichloride, dichloromethane (96 mg, 0.12 mmol) and then suspended in 1,4-dioxane (30 mL, 400 mmol). To the mixture were added cesium carbonate (3.08 g, 9.45 mmol) and water (20 mL). The mixture was stirred for 16 h at 120° C. The mixture was allowed to cool to rt and then dilu... Yields the product CC(=O)c1ccc(C)c(F)c1. Reactants: ClCCl, O=[Cr](=O)([O-])Cl, Cc1ccc(C(C)O)cc1F, c1cc[nH+]cc1. Reaction SMILES: [CH2:23]([Cl:24])[Cl:25].[O:12]=[Cr:13]([Cl:14])([O-:15])=[O:16].[OH:1][CH:2]([CH3:3])[c:4]1[cH:5][c:6]([F:11])[c:7]([CH3:10])[cH:8][cH:9]1.[nH+:17]1[cH:18][cH:19][cH:20][cH:21][cH:22]1>>[O:1]=[C:2]([CH3:3])[c:4]1[cH:5][c:6]([F:11])[c:7]([CH3:10])[cH:8][cH:9]1.